This data is from the Open Reaction Database (ORD), a public repository of structured organic reaction records. The task is: describe an organic reaction: reactants, conditions, products, and yield Starting materials: [Br-], O=Cc1ccc(Br)cc1, [Mg+]c1ccc(Cl)cc1, C1CCOC1, O. Yields the product OC(c1ccc(Cl)cc1)c1ccc(Br)cc1. As a reaction SMILES: [Br-:1].[Br:10][c:11]1[cH:12][cH:13][c:14]([CH:15]=[O:16])[cH:17][cH:18]1.[Cl:2][c:3]1[cH:4][cH:5][c:6]([Mg+:9])[cH:7][cH:8]1.[O:20]1[CH2:21][CH2:22][CH2:23][CH2:24]1.[OH2:19]>>[Cl:2][c:3]1[cH:4][cH:5][c:6]([CH:15]([c:14]2[cH:13][cH:12][c:11]([Br:10])[cH:18][cH:17]2)[OH:16])[cH:7][cH:8]1.